From a dataset of the Open Reaction Database (ORD), a public repository of structured organic reaction records. describe an organic reaction: reactants, conditions, products, and yield The reactants are C1(=CC=CC=C1)C(O)C1=CC(=CC=C1)OC(F)(F)F (phenyl(3-(trifluoromethoxy)phenyl)methanol), S(=O)(Cl)Cl (thionyl chloride). Reported procedure: A solution of phenyl(3-(trifluoromethoxy)phenyl)methanol (300 mg, 1.12 mmol) in thionyl chloride (50 mL) was refluxed for 5 h. The solvent was removed and the residue was purified by silica gel chromatography (eluting with petroleum ether/EtOAc=100/1) to give the target compound (140 mg, 44%) as a pale yellow oil. 1H-NMR (500 MHz, DMSO-d6): δ 7.56-7.49 (m, 5H), 7.42-7.40 (m, 2H), 7.35-7.32 (m, 2H), 6.62 (m, 1H). Product: ClC(C1=CC(=CC=C1)OC(F)(F)F)C1=CC=CC=C1 (1-(chloro(phenyl)methyl)-3-(trifluoromethoxy)benzene). Yield: 44.0%. RXN SMILES: [C:1]1([CH:7]([C:9]2[CH:14]=[CH:13][CH:12]=[C:11]([O:15][C:16]([F:19])([F:18])[F:17])[CH:10]=2)O)[CH:6]=[CH:5][CH:4]=[CH:3][CH:2]=1.S(Cl)([Cl:22])=O>>[Cl:22][CH:7]([C:1]1[CH:6]=[CH:5][CH:4]=[CH:3][CH:2]=1)[C:9]1[CH:14]=[CH:13][CH:12]=[C:11]([O:15][C:16]([F:19])([F:18])[F:17])[CH:10]=1. The reactants are C(C)(=O)C1=CC2=C(SC3=C(CC2)C=CC(=C3)C(=O)O)C=C1 (2-acetyl-10,11-dihydro-dibenzo[b,f]thiepin-7-carboxylic acid), [N+](=[N-])=C (diazomethane). Solvent: C(C)(=O)OCC (ethyl acetate), CCOCC (ether). The product is C(C)(=O)C1=CC2=C(SC3=C(CC2)C=CC(=C3)C(=O)OC)C=C1 (Methyl 2-acetyl-10,11-dihydrodibenzo-[b,f]thiepin-7-carboxylate). As a reaction SMILES: [C:1]([C:4]1[CH:21]=[CH:20][C:7]2[S:8][C:9]3[CH:16]=[C:15]([C:17]([OH:19])=[O:18])[CH:14]=[CH:13][C:10]=3[CH2:11][CH2:12][C:6]=2[CH:5]=1)(=[O:3])[CH3:2].[N+](=[CH2:24])=[N-]>C(OCC)(=O)C.CCOCC>[C:1]([C:4]1[CH:21]=[CH:20][C:7]2[S:8][C:9]3[CH:16]=[C:15]([C:17]([O:19][CH3:24])=[O:18])[CH:14]=[CH:13][C:10]=3[CH2:11][CH2:12][C:6]=2[CH:5]=1)(=[O:3])[CH3:2]. Reported procedure: To a solution of 2-acetyl-10,11-dihydro-dibenzo[b,f]thiepin-7-carboxylic acid (U.S. Pat. No. 4,536,507 (1985)) (600 mg, 2.01 mmol) in ethyl acetate (10 mL), was added dropwise a solution of diazomethane in ether until the yellow coloration persisted. Evaporation of the solvent gave the crude title compound as a solid which was used as such. Reactants: C1(=CC=CC=C1)S(=O)(=O)Cl (benzenesulfonyl chloride), Cl.BrC1=C(SC=2C1=NC=CC2)N (3-Bromo-thieno[3,2-b]pyridin-2-ylamine hydrochloride), C1(=CC=CC=C1)S(=O)(=O)Cl (benzenesulfonyl chloride). Run in N1=CC=CC=C1 (pyridine). Reaction conditions: temperature 50 celsius. The product is Cl.BrC1=C(SC=2C1=NC=CC2)NS(=O)(=O)C2=CC=CC=C2 (N-(3-Bromo-thieno[3,2-b]pyridin-2-yl)-benzenesulfonamide hydrochloride). Yield: 35.7%. Reaction SMILES: Cl.[Br:2][C:3]1[C:7]2=[N:8][CH:9]=[CH:10][CH:11]=[C:6]2[S:5][C:4]=1[NH2:12].[C:13]1([S:19]([Cl:22])(=[O:21])=[O:20])[CH:18]=[CH:17][CH:16]=[CH:15][CH:14]=1>N1C=CC=CC=1>[ClH:22].[Br:2][C:3]1[C:7]2=[N:8][CH:9]=[CH:10][CH:11]=[C:6]2[S:5][C:4]=1[NH:12][S:19]([C:13]1[CH:18]=[CH:17][CH:16]=[CH:15][CH:14]=1)(=[O:21])=[O:20] |f:0.1,4.5|. Reported procedure: To a solution of compound 145-H (0.46 g, 1.52 mmol) in pyridine (4.6 mL), cooled to 0° C., was added benzenesulfonyl chloride (0.206 mL, 1.60 mmol), and the reaction was heated to 50° C. for 72 h. Additional benzenesulfonyl chloride (0.412 mL, 3.20 mmol) was added and the reaction mixture was heated at 50° C. for an additional 16 h. The solvent was evaporated in vacuo, the residue dissolved in dichloromethane and washed with aqueous sodium bicarbonate. The aqueous layer was acidified with 1N HCl... The reactants are [BH4-], CCO, O=C1Cc2ccccc2Sc2cc(Cl)c(F)cc21, [Na+], [Na+], [OH-], O, c1ccccc1. Product: OC1Cc2ccccc2Sc2cc(Cl)c(F)cc21. RXN SMILES: [BH4-:1].[CH3:24][CH2:25][OH:26].[Cl:5][c:6]1[cH:7][c:8]2[c:9]([cH:20][c:21]1[F:22])[C:10](=[O:19])[CH2:11][c:12]1[c:13]([cH:15][cH:16][cH:17][cH:18]1)[S:14]2.[Na+:2].[Na+:4].[OH-:3].[OH2:23].[cH:27]1[cH:28][cH:29][cH:30][cH:31][cH:32]1>>[Cl:5][c:6]1[cH:7][c:8]2[c:9]([cH:20][c:21]1[F:22])[CH:10]([OH:19])[CH2:11][c:12]1[c:13]([cH:15][cH:16][cH:17][cH:18]1)[S:14]2. Starting materials: O=[N+]([O-])c1ccc(Br)cc1, [Na+], [Na+], O=C([O-])[O-], CN(C)C=O, O, OB(O)c1cccnc1. Product: O=[N+]([O-])c1ccc(-c2cccnc2)cc1. Reaction SMILES: [Br:1][c:2]1[cH:3][cH:4][c:5]([N+:8](=[O:9])[O-:10])[cH:6][cH:7]1.[Na+:25].[Na+:26].[O-:27][C:28](=[O:29])[O-:30].[O:20]=[CH:21][N:22]([CH3:23])[CH3:24].[OH2:31].[n:11]1[cH:12][c:13]([B:17]([OH:18])[OH:19])[cH:14][cH:15][cH:16]1>>[c:2]1(-[c:13]2[cH:12][n:11][cH:16][cH:15][cH:14]2)[cH:3][cH:4][c:5]([N+:8](=[O:9])[O-:10])[cH:6][cH:7]1.